Dataset: the Open Reaction Database (ORD), a public repository of structured organic reaction records. Task: describe an organic reaction: reactants, conditions, products, and yield Starting materials: crude material, [Li+].[OH-] (LiOH), Cl (HCl), FCOC1=CC=C(C=C1)C(C)=O (1-(4-fluoromethoxy-phenyl)-ethanone), C1=CC(=CC(=C1)Cl)C(=O)OO (mCPBA). Run in C1CCOC1.CO.O (THF MeOH H2O), ClCCl (dichloromethane). Run at time 4 hour. Product: FCOC1=CC=C(C=C1)O (4-Fluoromethoxy-Phenol). Isolated yield 102.8%. Reaction SMILES: [F:1][CH2:2][O:3][C:4]1[CH:9]=[CH:8][C:7](C(=O)C)=[CH:6][CH:5]=1.C1C=C(Cl)C=C(C(OO)=[O:21])C=1.[Li+].[OH-].Cl>ClCCl.C1COCC1.CO.O>[F:1][CH2:2][O:3][C:4]1[CH:9]=[CH:8][C:7]([OH:21])=[CH:6][CH:5]=1 |f:2.3,6.7.8|. Procedure details: To a solution of 1-(4-fluoromethoxy-phenyl)-ethanone (1.5 g; 8.9 mmol) in dichloromethane (30 mL) was added mCPBA (4.0 g; 17.8 mmol). The resulting mixture was stirred at room temperature for 4 h, then washed with saturated NaHCO3 (3×). The organic layer was dried over Na2SO4, concentrated under reduced pressure to give the crude material (3.77 g). The crude material (3.77 g) was dissolved in THF/MeOH/H2O (5/5/5 mL), then treated with LiOH (4.0 g; 108 mmol) at room temperature for 4 h. The react... Starting materials: CCCCC (pentane), CC1CC2C(C(=O)OC2=O)CC1 (4-methylhexahydrophthalic anhydride), O (water), xylenes, O (water), N(N)C(CCN1C2(OC3(CC(NC(C3)(C)C)(C)C)C1=O)CCCCCCCCCCC2)=O (20-(3-hydrazino-3-oxopropyl)-2,2,4,4-tetramethyl-7-oxa-3,20-diazadispiro[5.1.11.2]heneicosane-21-one). Solvent: C=1(C(=CC=CC1)C)C (xylene), C=1(C(=CC=CC1)C)C (xylene). Product: CC1CC2C(C(=O)N(C2=O)NC(CCN2C3(OC4(CC(NC(C4)(C)C)(C)C)C2=O)CCCCCCCCCCC3)=O)CC1 (20-{3-[N-(4-methylhexahydrophthalimido)amino]-3-oxopropyl}-2,2,4,4-tetramethyl-7-oxa-3,20-diazadispiro[5.1.11.2]heneicosane-21-one). Reaction SMILES: [NH:1]([C:3](=[O:32])[CH2:4][CH2:5][N:6]1[C:19](=[O:20])[C:9]2([CH2:14][C:13]([CH3:16])([CH3:15])[NH:12][C:11]([CH3:18])([CH3:17])[CH2:10]2)[O:8][C:7]21[CH2:31][CH2:30][CH2:29][CH2:28][CH2:27][CH2:26][CH2:25][CH2:24][CH2:23][CH2:22][CH2:21]2)[NH2:2].[CH3:33][CH:34]1[CH2:44][CH2:43][CH:37]2[C:38]([O:40][C:41](=O)[CH:36]2[CH2:35]1)=[O:39].O.CCCCC>C1(C)C(C)=CC=CC=1>[CH3:33][CH:34]1[CH2:44][CH2:43][CH:37]2[C:38]([N:2]([NH:1][C:3](=[O:32])[CH2:4][CH2:5][N:6]3[C:19](=[O:20])[C:9]4([CH2:14][C:13]([CH3:15])([CH3:16])[NH:12][C:11]([CH3:18])([CH3:17])[CH2:10]4)[O:8][C:7]43[CH2:21][CH2:22][CH2:23][CH2:24][CH2:25][CH2:26][CH2:27][CH2:28][CH2:29][CH2:30][CH2:31]4)[C:41](=[O:40])[CH:36]2[CH2:35]1)=[O:39]. Procedure details: The hydrazide of Example 1, 13.5 g (0.03 mole), was added to 225 ml xylene at 75° C. Added dropwise to this was 4-methylhexahydrophthalic anhydride, 5.1 g (0.03 mole) in 25 ml xylene. The apparatus was fitted with a Dean Stark water separation assembly and the reaction mixture was heated to reflux for 4 hours with azeotropic removal of water as it formed. The xylenes were stripped using aspirator vacuum and the residual sticky solid was slurried with 300 ml pentane. The solid was filtered and dr... Starting materials: NC1=NC=2C=CC(=CC2C2=C1N=CN2CC(C)(O)C)Br (1-(4-amino-8-bromo-1H-imidazo[4,5-c]quinolin-1-yl)-2-methylpropan-2-ol), C(C=C)(=O)OC (methyl acrylate). The product is NC1=NC=2C=CC(=CC2C2=C1N=CN2CC(C)(C)O)/C=C/C(=O)OC (Methyl(2E)-3-[4-amino-1-(2-hydroxy-2-methylpropyl)-1H-imidazo[4,5-c]quinolin-8-yl]prop-2-enoate). As a reaction SMILES: [NH2:1][C:2]1[C:11]2[N:12]=[CH:13][N:14]([CH2:15][C:16]([CH3:19])([OH:18])[CH3:17])[C:10]=2[C:9]2[CH:8]=[C:7](Br)[CH:6]=[CH:5][C:4]=2[N:3]=1.[C:21]([O:25][CH3:26])(=[O:24])[CH:22]=[CH2:23]>>[NH2:1][C:2]1[C:11]2[N:12]=[CH:13][N:14]([CH2:15][C:16]([OH:18])([CH3:19])[CH3:17])[C:10]=2[C:9]2[CH:8]=[C:7](/[CH:23]=[CH:22]/[C:21]([O:25][CH3:26])=[O:24])[CH:6]=[CH:5][C:4]=2[N:3]=1. Procedure details: The method described in Example 15 Part E can be used to couple 1-(4-amino-8-bromo-1H-imidazo[4,5-c]quinolin-1-yl)-2-methylpropan-2-ol with methyl acrylate to provide Methyl(2E)-3-[4-amino-1-(2-hydroxy-2-methylpropyl)-1H-imidazo[4,5-c]quinolin-8-yl]prop-2-enoate. Starting materials: CS(=O)(=O)c1ccc(C2=C(Br)C(=O)CC2)cc1, C[Sn](C)(C)c1ccc(Cl)cn1, CN1CCCC1=O, CCOC(C)=O, c1ccc([As](c2ccccc2)c2ccccc2)cc1. Product: CS(=O)(=O)c1ccc(C2=C(c3ccc(Cl)cn3)C(=O)CC2)cc1. Reaction SMILES: [Br:1][C:2]1=[C:6]([c:7]2[cH:8][cH:9][c:10]([S:13](=[O:14])(=[O:15])[CH3:16])[cH:11][cH:12]2)[CH2:5][CH2:4][C:3]1=[O:17].[CH3:37][Sn:38]([c:39]1[n:40][cH:41][c:42]([Cl:45])[cH:43][cH:44]1)([CH3:46])[CH3:47].[CH3:48][N:49]1[CH2:50][CH2:51][CH2:52][C:53]1=[O:54].[CH3:55][CH2:56][O:57][C:58]([CH3:59])=[O:60].[cH:18]1[cH:19][cH:20][c:21]([As:22]([c:23]2[cH:24][cH:25][cH:26][cH:27][cH:28]2)[c:29]2[cH:30][cH:31][cH:32][cH:33][cH:34]2)[cH:35][cH:36]1>>[C:2]1([c:39]2[n:40][cH:41][c:42]([Cl:45])[cH:43][cH:44]2)=[C:6]([c:7]2[cH:8][cH:9][c:10]([S:13](=[O:14])(=[O:15])[CH3:16])[cH:11][cH:12]2)[CH2:5][CH2:4][C:3]1=[O:17]. The reactants are C1(=CC=CC=C1)[C@@H](C)NC1=CC(=NC=C1[N+](=O)[O-])C1=C2C=CC=NC2=CC=C1.C1(=CC=CC=C1)[C@@H](C)NC1=C(C=NC(=C1)C1=C2C=CC=NC2=CC=C1)N (((1R)-1-phenylethyl)(3-amino-6-(5-quinolyl)(4-pyridyl))amine ((1R)-1-Phenylethyl)(5-nitro-2-(5-quinolyl)(4-pyridyl))amine), C(C)O (ethanol), [H][H] (hydrogen). Reagents/catalysts: [Pd] (Palladium on carbon). Reaction conditions: time 18 hour. The product is C1(=CC=CC=C1)[C@@H](C)N1C(NC2=NC=C(C=C21)C2=C1C=CC=NC1=CC=C2)=O ((R)-1-(1-PHENYLETHYL)-6-(QUINOLIN-5-yl)-1H-IMIDAZO[4,5-B]PYRIDIN-2(3H)-ONE). Yield: 97.9%. RXN SMILES: [C:1]1([C@H:7]([NH:9][C:10]2[C:15]([N+:16]([O-])=O)=CN=[C:12]([C:19]3[CH:28]=[CH:27][CH:26]=[C:25]4[C:20]=3[CH:21]=[CH:22][CH:23]=[N:24]4)[CH:11]=2)[CH3:8])[CH:6]=[CH:5][CH:4]=[CH:3][CH:2]=1.C1([C@H](NC2C=C(C3C=CC=C4C=3C=CC=N4)N=C[C:39]=2[NH2:54])C)C=CC=CC=1.[H][H].[CH2:57]([OH:59])C>[Pd]>[C:1]1([C@H:7]([N:9]2[C:10]3[C:15](=[N:54][CH:39]=[C:12]([C:19]4[CH:28]=[CH:27][CH:26]=[C:25]5[C:20]=4[CH:21]=[CH:22][CH:23]=[N:24]5)[CH:11]=3)[NH:16][C:57]2=[O:59])[CH3:8])[CH:2]=[CH:3][CH:4]=[CH:5][CH:6]=1 |f:0.1|. Procedure: ((1R)-1-phenylethyl)(3-amino-6-(5-quinolyl)(4-pyridyl))amine ((1R)-1-Phenylethyl)(5-nitro-2-(5-quinolyl)(4-pyridyl))amine (500 mg, 1.35 mmol) was dissolved in ethanol (100 mL). Palladium on carbon (70 mg) was added followed by a hydrogen balloon. The reaction was stirred at room temperature for 18 h, then filtered through celite. The filtrate was condensed under reduced pressure to afford the desired product (450 mg, 97.9%). (MS (ESI) m/z 341 [M+1]+. Reactants: CCCCO, CCN, Cc1ccc(NC(=O)c2cccc(C(F)(F)F)c2)cc1-c1cc2cnc(Cl)cc2n(C)c1=O. Product: CCNc1cc2c(cn1)cc(-c1cc(NC(=O)c3cccc(C(F)(F)F)c3)ccc1C)c(=O)n2C. As a reaction SMILES: [CH2:37]([OH:38])[CH2:39][CH2:40][CH3:41].[CH3:34][CH2:35][NH2:36].[Cl:1][c:2]1[n:3][cH:4][c:5]2[cH:6][c:7](-[c:14]3[cH:15][c:16]([NH:21][C:22]([c:23]4[cH:24][c:25]([C:29]([F:30])([F:31])[F:32])[cH:26][cH:27][cH:28]4)=[O:33])[cH:17][cH:18][c:19]3[CH3:20])[c:8](=[O:13])[n:9]([CH3:12])[c:10]2[cH:11]1>>[c:2]1([NH:36][CH2:35][CH3:34])[n:3][cH:4][c:5]2[cH:6][c:7](-[c:14]3[cH:15][c:16]([NH:21][C:22]([c:23]4[cH:24][c:25]([C:29]([F:30])([F:31])[F:32])[cH:26][cH:27][cH:28]4)=[O:33])[cH:17][cH:18][c:19]3[CH3:20])[c:8](=[O:13])[n:9]([CH3:12])[c:10]2[cH:11]1. The reactants are [Na+].N[C@@H](CCC(=O)O)C(=O)[O-] (L-glutamic acid monosodium salt), [OH-].[Na+] (sodium hydroxide), C(C(=C)C)(=O)Cl (methacryloyl chloride). Yields the product C(C(=C)C)(=O)N[C@@H](CCC(=O)O)C(=O)O (N-Methacryloyl-L-glutamic Acid). Isolated yield 48.0%. RXN SMILES: [Na+].[NH2:2][C@H:3]([C:9]([O-:11])=[O:10])[CH2:4][CH2:5][C:6]([OH:8])=[O:7].[OH-].[Na+].[C:14](Cl)(=[O:18])[C:15]([CH3:17])=[CH2:16]>>[C:14]([NH:2][C@H:3]([C:9]([OH:11])=[O:10])[CH2:4][CH2:5][C:6]([OH:8])=[O:7])(=[O:18])[C:15]([CH3:17])=[CH2:16] |f:0.1,2.3|. Reported procedure: The same procedure as described in Example A is utilized with 100 g (0.6 mol) of L-glutamic acid monosodium salt, 50 g (0.125 mol) of sodium hydroxide, and 63 g of methacryloyl chloride to yield 62 g (48.7%) of a crystalline material, melting point 128°-130° C. NMR (D2O), 5.7 gamma (s, 1H, =CH2), 5.4 gamma (s, 1H, =CH2), 4.4 gamma (2 d, 1H, CH), 2.0-2.7 gamma (m, 4H, CH2CH2), and 1.9 gamma (s, 3H, CH3).